This data is from the Open Reaction Database (ORD), a public repository of structured organic reaction records. The task is: describe an organic reaction: reactants, conditions, products, and yield The reactants are CC(C)CNc1cc(F)ccc1[N+](=O)[O-], CN(C)C=O, CCOC(C)=O, [H-], [Na+], c1ccc(-c2ncc[nH]2)cc1. Yields the product CC(C)CNc1cc(-n2ccnc2-c2ccccc2)ccc1[N+](=O)[O-]. Reaction SMILES: [CH2:14]([CH:15]([CH3:16])[CH3:17])[NH:18][c:19]1[c:20]([N+:26](=[O:27])[O-:28])[cH:21][cH:22][c:23]([F:25])[cH:24]1.[CH3:29][N:30]([CH3:31])[CH:32]=[O:33].[CH3:34][CH2:35][O:36][C:37](=[O:38])[CH3:39].[H-:1].[Na+:2].[c:3]1(-[c:9]2[nH:10][cH:11][cH:12][n:13]2)[cH:4][cH:5][cH:6][cH:7][cH:8]1>>[c:3]1(-[c:9]2[n:10][cH:11][cH:12][n:13]2-[c:23]2[cH:22][cH:21][c:20]([N+:26](=[O:27])[O-:28])[c:19]([NH:18][CH2:14][CH:15]([CH3:16])[CH3:17])[cH:24]2)[cH:4][cH:5][cH:6][cH:7][cH:8]1. Reactants: N#CBr (cyanogen bromide), BrC1=C(C=C(N)C=C1)C (4-bromo-3-methylaniline). Solvent: C(C)OCC.C1CCOC1 (diethyl ether THF). The product is BrC1=C(C=C(C=C1)NC#N)C ((4-bromo-3-methylphenyl)cyanamide). The yield is 26.4%. RXN SMILES: [N:1]#[C:2]Br.[Br:4][C:5]1[CH:11]=[CH:10][C:8]([NH2:9])=[CH:7][C:6]=1[CH3:12]>C(OCC)C.C1COCC1>[Br:4][C:5]1[CH:11]=[CH:10][C:8]([NH:9][C:2]#[N:1])=[CH:7][C:6]=1[CH3:12] |f:2.3|. Reported procedure: A mixture of cyanogen bromide (0.550 g, 5.19 mmol), and (4-bromo-3-methylaniline (2.04 g, 11 mmol) (Aldrich Chemical Company) in diethyl ether/THF (8 mL) was stirred for 3 days under nitrogen. The reaction was filtered, the filtrate evaporated, and the residue flash chromatographed on silica gel using 9/1 Hexane/acetone to give (4-bromo-3-methylphenyl)cyanamide (0.289 g, 13%). HRMS: calcd for 2 C8H7BrN2+H+, 420.96579; found (ESI-FT/MS, [2M+H]+), 420.966.